Dataset: the Open Reaction Database (ORD), a public repository of structured organic reaction records. Task: describe an organic reaction: reactants, conditions, products, and yield The reactants are ClC1=C(C=CC(=C1)F)C (2-chloro-4-fluorotoluene), S(O)(O)(=O)=O (sulfuric acid), ClC1=C(C=CC(=C1)F)C (2-chloro-4-fluorotoluene), [N+](=O)([O-])[O-].[K+] (Potassium nitrate). The solvent is C(CCl)Cl (ethylene dichloride). Product: ClC1=C(C=C(C(=C1)F)[N+](=O)[O-])C (2-chloro-4-fluoro-5-nitrotoluene). The yield is 91.5%. Reaction SMILES: S(=O)(=O)(O)O.[Cl:6][C:7]1[CH:12]=[C:11]([F:13])[CH:10]=[CH:9][C:8]=1[CH3:14].[N+:15]([O-])([O-:17])=[O:16].[K+]>C(Cl)CCl>[Cl:6][C:7]1[CH:12]=[C:11]([F:13])[C:10]([N+:15]([O-:17])=[O:16])=[CH:9][C:8]=1[CH3:14] |f:2.3|. Reported procedure: Concentrated sulfuric acid (250 ml) was added to a stirred solution of 2-chloro-4-fluorotoluene (50.0 g, 0.346 mole) in ethylene dichloride (250 ml) at 0° C. Potassium nitrate (35.0 g, 0.346 mole) was then added slowly, maintaining the temperature below 10° C. The reaction was monitored by gas chromatography. Upon the disappearance of 2-chloro-4-fluorotoluene, the reaction mixture was poured into ice and extracted with methylene chloride. The dried organic layer was concentrated under reduced pr... Reactants: COC(C1=CC(C(=O)N(CCC)CCC)=CC(=C1)N)=O (5-Amino-N,N-dipropyl-isophthalamic acid methyl ester), ClCCCCC(=O)Cl (5-chlorovaleryl chloride). The product is COC(C1=CC(C(=O)N(CCC)CCC)=CC(=C1)NC(CCCCCl)=O)=O (5-(5-Chloro-pentanoylamino)-N,N-dipropyl-isophthalamic acid methyl ester). Reaction SMILES: [CH3:1][O:2][C:3](=[O:20])[C:4]1[CH:18]=[C:17]([NH2:19])[CH:16]=[C:6]([C:7]([N:9]([CH2:13][CH2:14][CH3:15])[CH2:10][CH2:11][CH3:12])=[O:8])[CH:5]=1.[Cl:21][CH2:22][CH2:23][CH2:24][CH2:25][C:26](Cl)=[O:27]>>[CH3:1][O:2][C:3](=[O:20])[C:4]1[CH:18]=[C:17]([NH:19][C:26](=[O:27])[CH2:25][CH2:24][CH2:23][CH2:22][Cl:21])[CH:16]=[C:6]([C:7]([N:9]([CH2:10][CH2:11][CH3:12])[CH2:13][CH2:14][CH3:15])=[O:8])[CH:5]=1. Procedure details: Description 90 was prepared in an analogous manner to Description 89 from 5-amino-N,N-dipropyl-isophthalamic acid methyl ester (D88) and 5-chlorovaleryl chloride. Reactants: FC1=C2CCN(N3C2=C(C(=C1F)NCC1=CC=CC=C1)C(C(=C3)C(=O)OCC)=O)C (Ethyl 4,5-Difluoro-6-benzylamino-2,3-dihydro-1-methyl -7-oxo-1H,7H-pyrido[3,2,1-ij]cinnoline-8-carboxylate). The reagents and catalysts are [Pd] (palladium on carbon). Solvent: C(C)O (ethanol), C(C)(=O)O (acetic acid). Reaction conditions: time 24 hour. The product is FC1=C2CCN(N3C2=C(C(=C1F)N)C(C(=C3)C(=O)OCC)=O)C (Ethyl 4,5-Difluoro-6-amino-2,3-dihydro-1-methyl-7-oxo -1H, 7H-pyrido[3,2,1-ij]cinnoline-8-carboxylate). Isolated yield 58.5%. As a reaction SMILES: [F:1][C:2]1[C:11]([F:12])=[C:10]([NH:13]CC2C=CC=CC=2)[C:9]2[C:21](=[O:29])[C:22]([C:24]([O:26][CH2:27][CH3:28])=[O:25])=[CH:23][N:7]3[C:8]=2[C:3]=1[CH2:4][CH2:5][N:6]3[CH3:30]>C(O)C.C(O)(=O)C.[Pd]>[F:1][C:2]1[C:11]([F:12])=[C:10]([NH2:13])[C:9]2[C:21](=[O:29])[C:22]([C:24]([O:26][CH2:27][CH3:28])=[O:25])=[CH:23][N:7]3[C:8]=2[C:3]=1[CH2:4][CH2:5][N:6]3[CH3:30]. Procedure: 59 mg of the compound (200) obtained in Example 71 was dissolved in 10 ml of ethanol and 10 ml of acetic acid, and 5 mg of 10% palladium on carbon was added to the solution. the solution was stirred for 24 hours under hydrogen. The catalyst was filtered, and the filtrate was evaporated. The residue was dissolved in chloroform and was washed with saturated aqueous sodium hydrogen-carbonate solution. After drying over magnesium sulfate, the solvent was removed by distillation. Solids were disperse... Starting materials: N1C(CCCC1)=NC1=C(C=CC=C1)N1CCOCC1 (4-[ 2-(2-piperidinylideneamino)phenyl]morpholine), C(\C=C\C(=O)O)(=O)O (fumaric acid). Run in CO (methanol). The product is C(\C=C\C(=O)O)(=O)O.N1C(CCCC1)=NC1=C(C=CC=C1)N1CCOCC1 (4-[2-(2-piperidinylideneamino)phenyl]morpholine fumerate). RXN SMILES: [NH:1]1[CH2:6][CH2:5][CH2:4][CH2:3][C:2]1=[N:7][C:8]1[CH:13]=[CH:12][CH:11]=[CH:10][C:9]=1[N:14]1[CH2:19][CH2:18][O:17][CH2:16][CH2:15]1.[C:20]([OH:27])(=[O:26])/[CH:21]=[CH:22]/[C:23]([OH:25])=[O:24]>CO>[C:20]([OH:27])(=[O:26])/[CH:21]=[CH:22]/[C:23]([OH:25])=[O:24].[NH:1]1[CH2:6][CH2:5][CH2:4][CH2:3][C:2]1=[N:7][C:8]1[CH:13]=[CH:12][CH:11]=[CH:10][C:9]=1[N:14]1[CH2:15][CH2:16][O:17][CH2:18][CH2:19]1 |f:3.4|. Procedure details: A solution of the product of Example 1 (10.2 g) in dry methanol (30 ml) was treated with fumaric acid (4.6 g). The resulting solid was filtered and crystallised from methanol to yield 4-[2-(2-piperidinylideneamino)phenyl]morpholine fumerate as a colourless crystalline solid [m.p. 210° C. (dec)].